From a dataset of the Open Reaction Database (ORD), a public repository of structured organic reaction records. describe an organic reaction: reactants, conditions, products, and yield Starting materials: C1(=CCCCCCC1)C1=CC=C(C=C1)OC (p-(1-cyclooctenyl)-anisol), Cl.N1=CC=CC=C1 (pyridine-hydrochloride). Run in O (water). Run at temperature 180 celsius. Product: C1(=CCCCCCC1)C1=CC=C(C=C1)O (p-(1-cyclooctenyl)-phenol). Reaction SMILES: [C:1]1([C:9]2[CH:14]=[CH:13][C:12]([O:15]C)=[CH:11][CH:10]=2)[CH2:8][CH2:7][CH2:6][CH2:5][CH2:4][CH2:3][CH:2]=1.Cl.N1C=CC=CC=1>O>[C:1]1([C:9]2[CH:10]=[CH:11][C:12]([OH:15])=[CH:13][CH:14]=2)[CH2:8][CH2:7][CH2:6][CH2:5][CH2:4][CH2:3][CH:2]=1 |f:1.2|. Reported procedure: 80 Grams of p-(1-cyclooctenyl)-anisol and 175 g of pyridine-hydrochloride are thoroughly mixed and heated for 4 hours under nitrogen to 180° C. The mixture is cooled, treated with water and extracted with benzene. The benzene extracts are shaken with 3×100 ml of N-sodium hydroxide solution. The alkaline phase is acidified with 2N hydrochloric acid and extracted with ether. The ether solution is dried over sodium sulphate and evaporated. The residue is recrystallised from benzene-petroleum ether ... Starting materials: O=[N+]([O-])c1ccc2[nH]nc(Br)c2c1, O=C([O-])[O-], ClCCN1CCCC1, [K+], [K+], CN(C)C=O. Yields the product O=[N+]([O-])c1ccc2c(c1)c(Br)nn2CCN1CCCC1. Reaction SMILES: [Br:1][c:2]1[n:3][nH:4][c:5]2[cH:6][cH:7][c:8]([N+:11](=[O:12])[O-:13])[cH:9][c:10]12.[C:14](=[O:15])([O-:16])[O-:17].[Cl:20][CH2:21][CH2:22][N:23]1[CH2:24][CH2:25][CH2:26][CH2:27]1.[K+:18].[K+:19].[O:28]=[CH:29][N:30]([CH3:31])[CH3:32]>>[Br:1][c:2]1[n:3][n:4]([CH2:21][CH2:22][N:23]2[CH2:24][CH2:25][CH2:26][CH2:27]2)[c:5]2[cH:6][cH:7][c:8]([N+:11](=[O:12])[O-:13])[cH:9][c:10]12. As a reaction SMILES: C([O:3][C:4](=[O:23])[CH2:5][NH:6][C:7]([C:9]1[C:10](=[O:22])[S:11][C:12]2[C:17]([C:18]=1[OH:19])=[CH:16][C:15]([Cl:20])=[CH:14][C:13]=2Br)=[O:8])C.[F:24][C:25]([F:40])([F:39])[C:26]1[CH:27]=[C:28](B(O)O)[CH:29]=[C:30]([C:32]([F:35])([F:34])[F:33])[CH:31]=1>COCCOC.C1(P([Pd-4](P(C2C=CC=CC=2)(C2C=CC=CC=2)C2C=CC=CC=2)(P(C2C=CC=CC=2)(C2C=CC=CC=2)C2C=CC=CC=2)P(C2C=CC=CC=2)(C2C=CC=CC=2)C2C=CC=CC=2)(C2C=CC=CC=2)C2C=CC=CC=2)C=CC=CC=1>[F:24][C:25]([F:39])([F:40])[C:26]1[CH:27]=[C:28]([C:13]2[CH:14]=[C:15]([Cl:20])[CH:16]=[C:17]3[C:12]=2[S:11][C:10](=[O:22])[C:9]([C:7]([NH:6][CH2:5][C:4]([OH:3])=[O:23])=[O:8])=[C:18]3[OH:19])[CH:29]=[C:30]([C:32]([F:33])([F:34])[F:35])[CH:31]=1. The reagents and catalysts are C1(=CC=CC=C1)P(C1=CC=CC=C1)(C1=CC=CC=C1)[Pd-4](P(C1=CC=CC=C1)(C1=CC=CC=C1)C1=CC=CC=C1)(P(C1=CC=CC=C1)(C1=CC=CC=C1)C1=CC=CC=C1)P(C1=CC=CC=C1)(C1=CC=CC=C1)C1=CC=CC=C1 (tetrakis(triphenylphosphino) palladium(0)). Isolated yield 74.5%. Solvent: COCCOC (DME). The product is FC(C=1C=C(C=C(C1)C(F)(F)F)C=1C=C(C=C2C(=C(C(SC12)=O)C(=O)NCC(=O)O)O)Cl)(F)F ({[8-(3,5-Bis-trifluoromethyl-phenyl)-6-chloro-4-hydroxy-2-oxo-2H-thiochromene-3-carbonyl]-amino}-acetic acid). Procedure details: [(8-Bromo-6-chloro-4-hydroxy-2-oxo-2H-thiochromene-3-carbonyl)-amino]-acetic acid ethyl ester (22(d)) (500 mg, 1.2 mmol) was dissolved in DME-aqueous sodium carbonate (2M) (7 mL: 1.5 mL). To the solution was added 3,5-bis-trifluoromethyl-phenyl boronic acid (372 mg, 1.44 mmol) and tetrakis(triphenylphosphino) palladium(0) (275 mg, 0.24 mmol). The mixture was heated to reflux for six hours, cooled and concentrated. The residue was triturated with hot methanol (20 mL) and filtered to provide the t... Reactants: C(C)OC(CNC(=O)C=1C(SC2=C(C=C(C=C2C1O)Cl)Br)=O)=O ([(8-Bromo-6-chloro-4-hydroxy-2-oxo-2H-thiochromene-3-carbonyl)-amino]-acetic acid ethyl ester), FC(C=1C=C(C=C(C1)C(F)(F)F)B(O)O)(F)F (3,5-bis-trifluoromethyl-phenyl boronic acid). Starting materials: C1(CCCCC1)N=C=NC1CCCCC1 (N,N'-dicyclohexylcarbodiimide), CNC([C@@H](N)CC(C)C)=O (L-leucine N-methylamide), OC1=CC=CC=2NN=NC21 (hydroxybenzotriazole), COP(=O)(CN1C(C=2C(C1=O)=CC=CC2)=O)CC(C(=O)O)CC(C)C (2(RS)-[[(RS)-(methoxy)(phthalimidomethyl)phosphinyl]methyl]-4-methylvaleric acid). Solvent: O1CCCC1 (tetrahydrofuran). Yields the product COP(=O)(CN1C(C=2C(C1=O)=CC=CC2)=O)CC(CC(C)(C)C)C(N[C@@H](CC(C)C)C(NC)=O)=O ([(RS)-4-methyl-2-[[(S)-3-methyl-1-(methylcarbamoyl)butyl]carbamoyl]-4-methylpentyl](phthalimidomethyl)phosphinic acid methyl ester). Yield: 80.1%. RXN SMILES: [CH3:1][O:2][P:3]([CH2:17][CH:18]([CH2:22][CH:23]([CH3:25])[CH3:24])[C:19](O)=[O:20])([CH2:5][N:6]1[C:10](=[O:11])[C:9]2=[CH:12][CH:13]=[CH:14][CH:15]=[C:8]2[C:7]1=[O:16])=[O:4].[CH3:26][NH:27][C:28](=[O:35])[C@H:29]([CH2:31][CH:32]([CH3:34])[CH3:33])[NH2:30].O[C:37]1C2N=NNC=2C=CC=1.C1(N=C=NC2CCCCC2)CCCCC1>O1CCCC1>[CH3:1][O:2][P:3]([CH2:17][CH:18]([C:19](=[O:20])[NH:30][C@H:29]([C:28](=[O:35])[NH:27][CH3:26])[CH2:31][CH:32]([CH3:34])[CH3:33])[CH2:22][C:23]([CH3:37])([CH3:24])[CH3:25])([CH2:5][N:6]1[C:7](=[O:16])[C:8]2=[CH:15][CH:14]=[CH:13][CH:12]=[C:9]2[C:10]1=[O:11])=[O:4]. Procedure: 3.0 g of 2(RS)-[[(RS)-(methoxy)(phthalimidomethyl)phosphinyl]methyl]-4-methylvaleric acid were dissolved in 50 ml of tetrahydrofuran and 1.65 g of L-leucine N-methylamide and 2.2 g of hydroxybenzotriazole were added while stirring. After all of the solids had dissolved, 2.02 g of N,N'-dicyclohexylcarbodiimide were added and the mixture was stirred at room temperature overnight. The tetrahydrofuran was removed by evaporation, the residue was triturated with 100 ml of ethyl acetate and the mixture... Starting materials: CI (methyl iodide), C(C)(C)(C)OC(=O)N(C)CC(=O)O (N-t-butoxycarbonyl-sarcosine), CI (methyl iodide), CCCCCCC=CCCC (undec-7-ene). The solvent is C1=CC=CC=C1 (benzene). Product: COC(CN(C)C(=O)OC(C)(C)C)=O (N-t-butoxycarbonyl-sarcosine methyl ester). Yield: 86.4%. Reaction SMILES: [C:1]([O:5][C:6]([N:8]([CH2:10][C:11]([OH:13])=[O:12])[CH3:9])=[O:7])([CH3:4])([CH3:3])[CH3:2].[CH3:14]CCCCCC=CCCC.CI>C1C=CC=CC=1>[CH3:14][O:12][C:11](=[O:13])[CH2:10][N:8]([C:6]([O:5][C:1]([CH3:4])([CH3:2])[CH3:3])=[O:7])[CH3:9]. Procedure: To a solution of N-t-butoxycarbonyl-sarcosine (50 g; 0.264 mol) in 700 ml of benzene was added 1,8-diazabicyclo 5.4.0!-undec-7-ene (DBU; 40.19 g, 0.264 mol) in one portion. To the above clear solution added 74.94 g (0.528 mol) of methyl iodide in one portion and the resulting clear solution was allowed to reflux for 7 hours. After adding additional methyl iodide (16 ml), the reaction mixture was refluxed with stirring and then cooled to room temperature, and stirred overnight. The reaction mixtu...